Dataset: the Open Reaction Database (ORD), a public repository of structured organic reaction records. Task: describe an organic reaction: reactants, conditions, products, and yield Reactants: NC=1C(=CC(=C(C1)O)Cl)F (5-amino-2-chloro-4-fluorophenol), [OH-].[K+] (potassium hydroxide), ClC1=NC=CC=C1[N+](=O)[O-] (2-chloro-3-nitropyridine). The solvent is CS(=O)C (dimethylsulfoxide). Reaction conditions: temperature 110 celsius, time 2 hour. Yields the product NC=1C(=CC(=C(OC2=NC=CC=C2[N+](=O)[O-])C1)Cl)F (2-(5-amino-2-chloro-4-fluorophenoxy)-3-nitropyridine). Yield: 40.0%. RXN SMILES: [NH2:1][C:2]1[C:3]([F:10])=[CH:4][C:5]([Cl:9])=[C:6]([OH:8])[CH:7]=1.[OH-].[K+].Cl[C:14]1[C:19]([N+:20]([O-:22])=[O:21])=[CH:18][CH:17]=[CH:16][N:15]=1>CS(C)=O>[NH2:1][C:2]1[C:3]([F:10])=[CH:4][C:5]([Cl:9])=[C:6]([CH:7]=1)[O:8][C:14]1[C:19]([N+:20]([O-:22])=[O:21])=[CH:18][CH:17]=[CH:16][N:15]=1 |f:1.2|. Reported procedure: A mixture of 5-amino-2-chloro-4-fluorophenol (0.64 g), powdered potassium hydroxide (0.24 g), and 2-chloro-3-nitropyridine (0.76 g) in dimethylsulfoxide (15 ml) was heated at 110° C. with stirring for 2 hours. The solution was processed and the resulting oil chromatographed on silica gel eluting with methanol:methylene chloride, 3:97, to yield 2-(5-amino-2-chloro-4-fluorophenoxy)-3-nitropyridine (Intermediate IIa) as a yellow semi-solid (0.45 g). The reactants are IC=1C=CC(=NC1)NS(=O)(=O)C1=CC=C(C=C1)C (5-Iodo-2-p-toluenesulfonamidopyridine), [H-].[Na+] (sodium hydride), ice water, ClCC(=O)N (Chloroacetamide). Run in CN(C=O)C (N,N-dimethylformamide). Conditions: temperature 60 celsius, time 15 minute. The product is C(N)(=O)CN1C(C=CC(=C1)I)NS(=O)(=O)C1=CC=C(C=C1)C (1-(Carbamylmethyl)-5-iodo-2-(p-toluenesulfonamido)pyridine). As a reaction SMILES: [I:1][C:2]1[CH:3]=[CH:4][C:5]([NH:8][S:9]([C:12]2[CH:17]=[CH:16][C:15]([CH3:18])=[CH:14][CH:13]=2)(=[O:11])=[O:10])=[N:6][CH:7]=1.[H-].[Na+].Cl[CH2:22][C:23]([NH2:25])=[O:24]>CN(C)C=O>[C:23]([CH2:22][N:6]1[CH:7]=[C:2]([I:1])[CH:3]=[CH:4][CH:5]1[NH:8][S:9]([C:12]1[CH:17]=[CH:16][C:15]([CH3:18])=[CH:14][CH:13]=1)(=[O:11])=[O:10])(=[O:24])[NH2:25] |f:1.2|. Procedure details: To a solution of the product (1.60 g, 4.27 mmol) from Step A in 8.0 mL of dry N,N-dimethylformamide was added sodium hydride (188 mg of 60 weight % dispersion in mineral oil, 4.44 mmol). After 15 min, the solution was warmed to 60° C. for 10 min, and was then cooled to room temperature. Chloroacetamide (420 mg) was added in one portion, and the solution was then warmed to 100° C. After 2.5 h, the solution was cooled to room temperature and poured into 70 mL of ice-water. The resultant precipitat... Starting materials: Cl.Cl.CN1[C@@H](CCC1)COC=1C=NC=C(C1)C(=O)OCC (3-((1-methyl-2-(S)-pyrrolidinyl)methoxy)pyridine-5-carboxylic acid, ethyl ester, dihydrochloride), [OH-].[Na+] (NaOH). Yields the product Cl.Cl.CN1[C@@H](CCC1)COC=1C=NC=C(C1)C(=O)O (3-((1-methyl-2-(S)-pyrrolidinyl)methoxy)pyridine-5-carboxylic acid dihydrochloride). RXN SMILES: [ClH:1].Cl.[CH3:3][N:4]1[CH2:8][CH2:7][CH2:6][C@H:5]1[CH2:9][O:10][C:11]1[CH:12]=[N:13][CH:14]=[C:15]([C:17]([O:19]CC)=[O:18])[CH:16]=1.[OH-].[Na+]>>[ClH:1].[ClH:1].[CH3:3][N:4]1[CH2:8][CH2:7][CH2:6][C@H:5]1[CH2:9][O:10][C:11]1[CH:12]=[N:13][CH:14]=[C:15]([C:17]([OH:19])=[O:18])[CH:16]=1 |f:0.1.2,3.4,5.6.7|. Reported procedure: A sample of the compound from Example 100 above is hydrolyzed with 1N NaOH according to standard methods. The product is purified by chromatography on silica gel and converted into the title compound by treatment with HCl in ether according to Example 14c. The reactants are [Cl-].[NH4+] (ammonium chloride), O.C1(=CC=CC=C1)C(=O)C=O (phenylglyoxal monohydrate), N(C1=CC=CC=C1)C[C@H]1NCCC1 ((S)-2-(anilinomethyl)pyrrolidine), CCOCC (ether), C[Mg]I (methylmagnesium iodide). The solvent is C1=CC=CC=C1 (benzene). Run at temperature -70 celsius. The product is O[C@@](C=O)(C)C1=CC=CC=C1 ((S)-(+)-2-hydroxy-2-phenylpropionaldehyde). Yield: 66.8%. As a reaction SMILES: O.[C:2]1([C:8]([CH:10]=[O:11])=[O:9])[CH:7]=[CH:6][CH:5]=[CH:4][CH:3]=1.N(C[C@@H]1CCCN1)[C:13]1C=CC=CC=1.CCOCC.C[Mg]I.[Cl-].[NH4+]>C1C=CC=CC=1>[OH:9][C@:8]([C:2]1[CH:7]=[CH:6][CH:5]=[CH:4][CH:3]=1)([CH3:13])[CH:10]=[O:11] |f:0.1,5.6|. Procedure: In 15 ml of benzene, were dissolved 714 mg of phenylglyoxal monohydrate and 828 mg of (S)-2-(anilinomethyl)pyrrolidine. The resulting solution was refluxed for one hour while removing the formed water by azeotropic distillation. Benzene was removed by distillation in vacuo and the residue was dissolved in 20 ml of ether. To the resulting solution cooled to -70° C., was added dropwise 1.5 equivalents of an ether solution of methylmagnesium iodide. After having been allowed to react for one hour a... Reactants: crude product, Cl.NCC(=O)N (glycinamide hydrochloride), C([O-])([O-])=O.[Na+].[Na+] (sodium carbonate), C(=O)(OCC)N1C(C=2C(C1=O)=CC=CC2)=O (N-carbethoxyphthalimide). Run in O (water), C(C)O (ethanol). Conditions: time 1.5 hour. Yields the product C1=CC=C2C(=C1)C(=O)N(C2=O)CC(=O)N (N-phthaloylglycinamide). Yield: 65.2%. Reaction SMILES: Cl.[NH2:2][CH2:3][C:4]([NH2:6])=[O:5].C(=O)([O-])[O-].[Na+].[Na+].C(N1[C:22](=[O:23])[C:21]2=[CH:24][CH:25]=[CH:26][CH:27]=[C:20]2[C:19]1=[O:28])(OCC)=O>O.C(O)C>[CH:25]1[CH:24]=[C:21]2[C:22]([N:2]([CH2:3][C:4]([NH2:6])=[O:5])[C:19](=[O:28])[C:20]2=[CH:27][CH:26]=1)=[O:23] |f:0.1,2.3.4|. Procedure details: To a stirred solution of glycinamide hydrochloride (2.20 g, 20.0 mmoL) and sodium carbonate (2.54 g, 24 mmoL) in 25 mL of water is added N-carbethoxyphthalimide (4.38 g, 20.0 mmoL). The resulting suspension is stirred for 1.5 hour and then filtered to afford 3.22 g (79%) of the crude product as a white powder. The crude product is slurried in 200 mL of refluxing ethanol. The resulting suspension after cooling to room temperature is filtered and the solid dried in vacuo (60° C.,<1 mm) to afford 2... The reactants are O=C(O)c1csc(Br)c1, CCN, O. The product is CCNC(=O)c1csc(Br)c1. RXN SMILES: [Br:1][c:2]1[cH:3][c:4]([C:7](=[O:8])[OH:9])[cH:5][s:6]1.[CH3:10][CH2:11][NH2:12].[OH2:13]>>[Br:1][c:2]1[cH:3][c:4]([C:7](=[O:9])[NH:12][CH2:11][CH3:10])[cH:5][s:6]1. Starting materials: BrC1=CC=C(C=C1)[C@H](C)N(C(OC)=O)CCC(C1=CC=C(C=C1)F)=N[S@@](=O)C(C)(C)C (methyl (1S)-1-(4-bromophenyl)ethyl(3-((S)-tert-butylsulfinylimino)-3-(4-fluorophenyl)propyl)carbamate), C(C=C)[Mg]Br (allylmagnesium bromide). Procedure: To a solution of methyl (1S)-1-(4-bromophenyl)ethyl(3-((S)-tert-butylsulfinylimino)-3-(4-fluorophenyl)propyl)carbamate (200 mg, 0.4 mmol) in anhydrous THF (5 mL) was added 1M allylmagnesium bromide (1.2 mL, 1.2 mmol) at −78° C. The reaction mixture was stirred at −78° C. for 4 h and allowed to warm to rt. After stirring for 2 h at rt, the reaction mixture was quenched with satd aq NH4Cl and extracted with EtOAc (2×). The combined organic phases were dried, filtered and concentrated to give a res... Yield: 43.4%. Reaction conditions: temperature -78 celsius, time 4 hour. The solvent is C1CCOC1 (THF). RXN SMILES: [Br:1][C:2]1[CH:7]=[CH:6][C:5]([C@@H:8]([N:10]([CH2:15][CH2:16][C:17](=[N:25][S@:26]([C:28]([CH3:31])([CH3:30])[CH3:29])=[O:27])[C:18]2[CH:23]=[CH:22][C:21]([F:24])=[CH:20][CH:19]=2)[C:11](=[O:14])[O:12][CH3:13])[CH3:9])=[CH:4][CH:3]=1.[CH2:32]([Mg]Br)[CH:33]=[CH2:34]>C1COCC1>[Br:1][C:2]1[CH:3]=[CH:4][C:5]([C@@H:8]([N:10]([CH2:15][CH2:16][C@:17]([NH:25][S@:26]([C:28]([CH3:30])([CH3:29])[CH3:31])=[O:27])([C:18]2[CH:19]=[CH:20][C:21]([F:24])=[CH:22][CH:23]=2)[CH2:34][CH:33]=[CH2:32])[C:11](=[O:14])[O:12][CH3:13])[CH3:9])=[CH:6][CH:7]=1. The product is BrC1=CC=C(C=C1)[C@H](C)N(C(OC)=O)CC[C@@](CC=C)(C1=CC=C(C=C1)F)N[S@@](=O)C(C)(C)C (methyl (S)-1-(4-bromophenyl)ethyl((S)-3-((S)-1,1-dimethylethylsulfinamido)-3-(4-fluorophenyl)hex-5-enyl)carbamate). Starting materials: COC(=O)C(N)Cc1ccc(O)cc1, CO, CC(=O)CC(=O)c1ccc(F)cc1. Product: COC(=O)C(Cc1ccc(O)cc1)NC(C)=CC(=O)c1ccc(F)cc1. Reaction SMILES: [CH3:1][O:2][C:3]([CH:4]([NH2:5])[CH2:6][c:7]1[cH:8][cH:9][c:10]([OH:13])[cH:11][cH:12]1)=[O:14].[CH3:28][OH:29].[F:15][c:16]1[cH:17][cH:18][c:19]([C:20](=[O:21])[CH2:22][C:23](=[O:24])[CH3:25])[cH:26][cH:27]1>>[CH3:1][O:2][C:3]([CH:4]([NH:5][C:23](=[CH:22][C:20]([c:19]1[cH:18][cH:17][c:16]([F:15])[cH:27][cH:26]1)=[O:21])[CH3:25])[CH2:6][c:7]1[cH:8][cH:9][c:10]([OH:13])[cH:11][cH:12]1)=[O:14]. Reactants: C(C1=CC=CC=C1)OC=1C=2N(C=CC1)C=C(N2)CO (8-benzyloxy-2-hydroxymethylimidazo[1,2-a]pyridine), P(=O)(Cl)(Cl)Cl (phosphorylchloride). Yields the product C(C1=CC=CC=C1)OC=1C=2N(C=CC1)C=C(N2)CCl (8-Benzyloxy-2-chloromethylimidazo[1,2-a]pyridine), hydrochloride salt. Reaction SMILES: [CH2:1]([O:8][C:9]1[C:10]2[N:11]([CH:15]=[C:16]([CH2:18]O)[N:17]=2)[CH:12]=[CH:13][CH:14]=1)[C:2]1[CH:7]=[CH:6][CH:5]=[CH:4][CH:3]=1.P(Cl)(Cl)([Cl:22])=O>>[CH2:1]([O:8][C:9]1[C:10]2[N:11]([CH:15]=[C:16]([CH2:18][Cl:22])[N:17]=2)[CH:12]=[CH:13][CH:14]=1)[C:2]1[CH:7]=[CH:6][CH:5]=[CH:4][CH:3]=1. Procedure details: A mixture of 8-benzyloxy-2-hydroxymethylimidazo[1,2-a]pyridine (2 g) and phosphorylchloride (10 ml) was heated on a steam bath for 1 hr. Excess phosphoryl chloride was distilled off in vacuo, the solid residue triturated with acetonitrile and the mixture filtered to give the title product as the hydrochloride salt. Starting materials: CN(N=C(C1=C(C=CC=C1F)Cl)Cl)S(=O)(=O)C1=CC=C(C=C1)C (N-methyl-N-(p-toluenesulfonyl)-2-chloro-6-fluorobenzohydrazonoyl chloride), ClC1=C(C=C(C#N)C=C1)OC1=NC=C(C=C1)C(F)(F)F (4-chloro-3-(5-trifluoromethylpyridine-2-yloxy)benzonitrile), ClC1=C(C=CC=C1)Cl (o-dichlorobenzene). The reagents and catalysts are [Fe](Cl)(Cl)Cl (iron (III) chloride). Run in C(Cl)(Cl)Cl (chloroform). Conditions: temperature 140 celsius, time 30 minute. The product is ClC1=C(C(=CC=C1)F)C1=NN(C(=N1)C1=CC(=C(C=C1)Cl)OC1=NC=C(C=C1)C(F)(F)F)C (3-(2-chloro-6-fluorophenyl)-5-[4-chloro-3-(5-trifluoromethylpyridine 2-yloxy)phenyl]-1-methyl-1H-1,2,4-triazole). Yield: 31.1%. Reaction SMILES: [CH3:1][N:2](S(C1C=CC(C)=CC=1)(=O)=O)[N:3]=[C:4](Cl)[C:5]1[C:10]([F:11])=[CH:9][CH:8]=[CH:7][C:6]=1[Cl:12].[Cl:24][C:25]1[CH:32]=[CH:31][C:28]([C:29]#[N:30])=[CH:27][C:26]=1[O:33][C:34]1[CH:39]=[CH:38][C:37]([C:40]([F:43])([F:42])[F:41])=[CH:36][N:35]=1.ClC1C=CC=CC=1Cl>C(Cl)(Cl)Cl.[Fe](Cl)(Cl)Cl>[Cl:12][C:6]1[CH:7]=[CH:8][CH:9]=[C:10]([F:11])[C:5]=1[C:4]1[N:30]=[C:29]([C:28]2[CH:31]=[CH:32][C:25]([Cl:24])=[C:26]([O:33][C:34]3[CH:39]=[CH:38][C:37]([C:40]([F:43])([F:41])[F:42])=[CH:36][N:35]=3)[CH:27]=2)[N:2]([CH3:1])[N:3]=1. Procedure details: A mixture of N-methyl-N-(p-toluenesulfonyl)-2-chloro-6-fluorobenzohydrazonoyl chloride (1.00 g), 4-chloro-3-(5-trifluoromethylpyridine-2-yloxy)benzonitrile (0.90 g), anhydrous iron (III) chloride (0.50 g) and o-dichlorobenzene (5 ml) is stirred at an oil bath temperature of 140° C. for 30 minutes. After cooling, it is dissolved in chloroform (100 ml) and washed with dilute hydrochloric acid, dilute aqueous solution of sodium hydroxide and saline. Then, it is dried over anhydrous magnesium sulfat...